This data is from the Open Reaction Database (ORD), a public repository of structured organic reaction records. The task is: describe an organic reaction: reactants, conditions, products, and yield The reactants are CC(C)(C)N, CCc1cc(C=Cc2ccccc2OCC2CO2)on1. The product is CCc1cc(C=Cc2ccccc2OCC(O)CNC(C)(C)C)on1. RXN SMILES: [C:21]([CH3:22])([CH3:23])([CH3:24])[NH2:25].[CH2:1]([CH3:2])[c:3]1[n:4][o:5][c:6]([CH:8]=[CH:9][c:10]2[c:11]([O:16][CH2:17][CH:18]3[CH2:19][O:20]3)[cH:12][cH:13][cH:14][cH:15]2)[cH:7]1>>[CH2:1]([CH3:2])[c:3]1[n:4][o:5][c:6]([CH:8]=[CH:9][c:10]2[c:11]([O:16][CH2:17][CH:18]([CH2:19][NH:25][C:21]([CH3:22])([CH3:23])[CH3:24])[OH:20])[cH:12][cH:13][cH:14][cH:15]2)[cH:7]1. Reactants: OC1=C(C=C(C=C1)C(F)(F)F)NC(C)=O (N-[2-hydroxy-5-(trifluoromethyl)phenyl]acetamide), O1[C@@H](C1)COS(=O)(=O)C1=CC(=CC=C1)[N+](=O)[O-] ((2S)-oxiran-2-ylmethyl-3-nitrobenzenesulfonate), C(=O)([O-])[O-].[Cs+].[Cs+] (Cs2CO3). Run in CN(C)C=O (DMF). Run at time 8 hour. The product is O1[C@@H](C1)COC1=C(C=C(C=C1)C(F)(F)F)NC(C)=O (N-[2-[(2S)-Oxiran-2-ylmethoxy]-5-(trifluoromethyl)phenyl]acetamide). Isolated yield 42.6%. Reaction SMILES: [OH:1][C:2]1[CH:7]=[CH:6][C:5]([C:8]([F:11])([F:10])[F:9])=[CH:4][C:3]=1[NH:12][C:13](=[O:15])[CH3:14].[O:16]1[CH2:18][C@H:17]1[CH2:19]OS(C1C=CC=C([N+]([O-])=O)C=1)(=O)=O.C([O-])([O-])=O.[Cs+].[Cs+]>CN(C=O)C>[O:16]1[CH2:18][C@H:17]1[CH2:19][O:1][C:2]1[CH:7]=[CH:6][C:5]([C:8]([F:10])([F:11])[F:9])=[CH:4][C:3]=1[NH:12][C:13](=[O:15])[CH3:14] |f:2.3.4|. Procedure: A mixture of N-[2-hydroxy-5-(trifluoromethyl)phenyl]acetamide (282 mg, 1.28 mmol), (2S)-oxiran-2-ylmethyl-3-nitrobenzenesulfonate (331.5 mg, 1.28 mmol) and Cs2CO3 (487.5 mg, 1.28 mmol) in DMF (5 mL) was stirred at room temperature overnight. The reaction mixture was partitioned between ethyl acetate and water. The organic layer was dried over Na2SO4, filtered and concentrated. The residue was purified by silica gel flash chromatography (0-40% ethyl acetate in petroleum ether) to give the subtitl... The reactants are Cl.N(C1=CC=CC=C1)C1=NC(=CC(=N1)C)C (2-Anilino-4,6-dimethylpyrimidine hydrochloride), C(=O)(Cl)Cl (phosgene). The solvent is C1(=CC=CC=C1)C (toluene). Conditions: time 8 hour. Yields the product CC1=NC(=NC(=C1)C)N(C(=O)Cl)C1=CC=CC=C1 (N-(4,6-dimethylpyrimidin-2-yl)-N-phenylcarbamoyl chloride). As a reaction SMILES: Cl.[NH:2]([C:9]1[N:14]=[C:13]([CH3:15])[CH:12]=[C:11]([CH3:16])[N:10]=1)[C:3]1[CH:8]=[CH:7][CH:6]=[CH:5][CH:4]=1.[C:17](Cl)([Cl:19])=[O:18]>C1(C)C=CC=CC=1>[CH3:15][C:13]1[CH:12]=[C:11]([CH3:16])[N:10]=[C:9]([N:2]([C:3]2[CH:4]=[CH:5][CH:6]=[CH:7][CH:8]=2)[C:17]([Cl:19])=[O:18])[N:14]=1 |f:0.1|. Procedure details: 2-Anilino-4,6-dimethylpyrimidine hydrochloride (100 g) was suspended in toluene (1200 ml). A slow stream of phosgene was passed through this over 5.5 hours at 108° (bath temperature of 120°) and then stirred for a further hour at the same temperature. After standing overnight, c. 300 ml of toluene was distilled at a bath temperature of 150°. It was then evaporated under reduced pressure. The oily residue was extracted twice with hexane (1000 ml) and the solution concentrated under reduced pressu... The reactants are CC1=CC=NC2=CC=CC=C12 (4-methylquinoline), CCOCC (ether), BrC=1SC=CC1 (2-bromothiophene), [Li]CCCC (n-BuLi). Run in [Cl-].[Na+].O (brine). Product: CC1=CC(=NC2=CC=CC=C12)C=1SC=CC1 (4-methyl-(2-thiophenyl)quinoline). Yield: 64.4%. RXN SMILES: CCOCC.Br[C:7]1[S:8][CH:9]=[CH:10][CH:11]=1.[Li]CCCC.[CH3:17][C:18]1[C:27]2[C:22](=[CH:23][CH:24]=[CH:25][CH:26]=2)[N:21]=[CH:20][CH:19]=1>[Cl-].[Na+].O>[CH3:17][C:18]1[C:27]2[C:22](=[CH:23][CH:24]=[CH:25][CH:26]=2)[N:21]=[C:20]([C:7]2[S:8][CH:9]=[CH:10][CH:11]=2)[CH:19]=1 |f:4.5.6|. Procedure: A two necked round-bottom flask (250 mL) containing a stir bar fitted with a reflux condenser was evacuated and purged with nitrogen gas. Dry ether (50 mL) and 2-bromothiophene (0.0191 mol, 3.06 g) was added to the flask followed by the slow addition of n-BuLi (0.0229 mol, 9.17 mL) via a syringe pump. The reaction mixture was stirred at room temperature for 30 min to 40 min and then 4-methylquinoline (0.0191 mol, 2.72 g) was slowly added. The reaction mixture was refluxed for an additional 2 to ...